This data is from the Open Reaction Database (ORD), a public repository of structured organic reaction records. The task is: describe an organic reaction: reactants, conditions, products, and yield The reactants are C(C)(C)(C)OC(=O)N1CCC2=C(CC1)C(=C(C=C2)Cl)SC(N(C)C)=O (3-tert-butoxycarbonyl-7-chloro-6-dimethylcarbamoylthio-2,3,4,5-tetrahydro-1H-benzo[d]azepine), Br.BrCCC1=NC=CC=C1 (2-(2-bromoethyl)-pyridine hydrobromide). The product is Cl.ClC1=C(C2=C(CCNCC2)C=C1)SCCC1=NC=CC=C1 (7-Chloro-6-(2-pyridin-2-yl-ethylthio)-2,3,4,5-tetrahydro-1H-benzo[d]azepine Hydrochloride). RXN SMILES: C(OC([N:8]1[CH2:14][CH2:13][C:12]2[C:15]([S:20][C:21](=O)N(C)C)=[C:16]([Cl:19])[CH:17]=[CH:18][C:11]=2[CH2:10][CH2:9]1)=O)(C)(C)C.Br.BrC[CH2:29][C:30]1[CH:35]=[CH:34][CH:33]=[CH:32][N:31]=1>>[ClH:19].[Cl:19][C:16]1[CH:17]=[CH:18][C:11]2[CH2:10][CH2:9][NH:8][CH2:14][CH2:13][C:12]=2[C:15]=1[S:20][CH2:21][CH2:29][C:30]1[CH:35]=[CH:34][CH:33]=[CH:32][N:31]=1 |f:1.2,3.4|. Reported procedure: Use a method similar to the Preparation 177, using 3-tert-butoxycarbonyl-7-chloro-6-dimethylcarbamoylthio-2,3,4,5-tetrahydro-1H-benzo[d]azepine and 2-(2-bromoethyl)-pyridine hydrobromide to give, after deprotection using a method similar to the General Procedure 1-4, the title compound. MS (ES+) m/z 319 (M+H)+.